This data is from the Open Reaction Database (ORD), a public repository of structured organic reaction records. The task is: describe an organic reaction: reactants, conditions, products, and yield Reactants: COC=1C=C(C=CC1OC)C1(CN(CC1)C(C1=CC(=C(C(=C1)OC)OC)OC)=O)CCCS(=O)(=O)[O-] (2-[3-(3,4-dimethoxy-phenyl)-1-(3,4,5-trimethoxy-benzoyl)-pyrrolidin-3-yl]-ethyl-methanesulfonate), Cl.C1(=CC=CC=C1)C1(CCNCC1)C(=O)N (4-phenyl-piperidine-4-carboxylic acid amide hydrochloride). Yields the product COC=1C=C(C=CC1OC)C1(CN(CC1)C(C1=CC(=C(C(=C1)OC)OC)OC)=O)CCN1CCC(CC1)(C(=O)N)C1=CC=CC=C1 (1-[2-[3-(3,4-dimethoxy-phenyl)-1-(3,4,5-trimethoxy-benzoyl)-pyrrolidin-3-yl]-ethyl]-4-phenyl-piperidine-4-carboxylic acid amide). As a reaction SMILES: [CH3:1][O:2][C:3]1[CH:4]=[C:5]([C:11]2([CH2:30][CH2:31]CS([O-])(=O)=O)[CH2:15][CH2:14][N:13]([C:16](=[O:29])[C:17]3[CH:22]=[C:21]([O:23][CH3:24])[C:20]([O:25][CH3:26])=[C:19]([O:27][CH3:28])[CH:18]=3)[CH2:12]2)[CH:6]=[CH:7][C:8]=1[O:9][CH3:10].Cl.[C:38]1([C:44]2([C:50]([NH2:52])=[O:51])[CH2:49][CH2:48][NH:47][CH2:46][CH2:45]2)[CH:43]=[CH:42][CH:41]=[CH:40][CH:39]=1>>[CH3:1][O:2][C:3]1[CH:4]=[C:5]([C:11]2([CH2:30][CH2:31][N:47]3[CH2:46][CH2:45][C:44]([C:38]4[CH:39]=[CH:40][CH:41]=[CH:42][CH:43]=4)([C:50]([NH2:52])=[O:51])[CH2:49][CH2:48]3)[CH2:15][CH2:14][N:13]([C:16](=[O:29])[C:17]3[CH:18]=[C:19]([O:27][CH3:28])[C:20]([O:25][CH3:26])=[C:21]([O:23][CH3:24])[CH:22]=3)[CH2:12]2)[CH:6]=[CH:7][C:8]=1[O:9][CH3:10] |f:1.2|. Procedure: Prepared by the methoB of example 3.3 using 2-[3-(3,4-dimethoxy-phenyl)-1-(3,4,5-trimethoxy-benzoyl)-pyrrolidin-3-yl]-ethyl-methanesulfonate (0.55 mmol) and 4-phenyl-piperidine-4-carboxylic acid amide hydrochloride (175 mg, 0.73 mmol). Chromatography on silica gel (30 g) eluting sequentially with ethyl acetate, 6% methanol in dichloromethane, and 10% methanol in dichloromethane gave the title compound: